This data is from the Open Reaction Database (ORD), a public repository of structured organic reaction records. The task is: describe an organic reaction: reactants, conditions, products, and yield Reactants: CS(=O)(=O)OCCNC1CN(c2ccc3c(C(=O)NCC4CCCCC4)c(Cl)ccc3n2)C1, NCCO. The product is O=C(NCC1CCCCC1)c1c(Cl)ccc2nc(N3CC(NCCO)C3)ccc12. Reaction SMILES: [Cl:1][c:2]1[c:3]([C:24](=[O:25])[NH:26][CH2:27][CH:28]2[CH2:29][CH2:30][CH2:31][CH2:32][CH2:33]2)[c:4]2[cH:5][cH:6][c:7]([N:12]3[CH2:13][CH:14]([NH:16][CH2:17][CH2:18][O:19][S:20]([CH3:21])(=[O:22])=[O:23])[CH2:15]3)[n:8][c:9]2[cH:10][cH:11]1.[NH2:34][CH2:35][CH2:36][OH:37]>>[Cl:1][c:2]1[c:3]([C:24](=[O:25])[NH:26][CH2:27][CH:28]2[CH2:29][CH2:30][CH2:31][CH2:32][CH2:33]2)[c:4]2[cH:5][cH:6][c:7]([N:12]3[CH2:13][CH:14]([NH:16][CH2:17][CH2:18][OH:19])[CH2:15]3)[n:8][c:9]2[cH:10][cH:11]1. Reactants: ClC=1C(=C(C=CC1)NC(=O)C1=CC(=CC=2NC(=NC21)NCC(=O)O)NC(=O)C2=C(C=CC=C2)C(F)(F)F)C (N-{4-[(3-chloro-2-methylphenyl)carbamoyl]-6-({[2-(trifluoro methyl)phenyl]carbonyl}amino)-1H-benzimidazol-2-yl}glycine), Cl.CCO (hydrogen chloride EtOH). Run in CO (MeOH). Yields the product Cl.ClC=1C(=C(C=CC1)NC(=O)C1=CC(=CC=2NC(=NC21)NCC(=O)O)NC(=O)C2=C(C=CC=C2)C(F)(F)F)C (N-{4-[(3-Chloro-2-methylphenyl)carbamoyl]-6-({[2-(trifluoro methyl)phenyl]carbonyl}amino)-1H-benzimidazol-2-yl}glycine hydrochloride). Isolated yield 140.6%. Reaction SMILES: [Cl:1][C:2]1[C:3]([CH3:38])=[C:4]([NH:8][C:9]([C:11]2[C:19]3[N:18]=[C:17]([NH:20][CH2:21][C:22]([OH:24])=[O:23])[NH:16][C:15]=3[CH:14]=[C:13]([NH:25][C:26]([C:28]3[CH:33]=[CH:32][CH:31]=[CH:30][C:29]=3[C:34]([F:37])([F:36])[F:35])=[O:27])[CH:12]=2)=[O:10])[CH:5]=[CH:6][CH:7]=1.Cl.CCO>CO>[ClH:1].[Cl:1][C:2]1[C:3]([CH3:38])=[C:4]([NH:8][C:9]([C:11]2[C:19]3[N:18]=[C:17]([NH:20][CH2:21][C:22]([OH:24])=[O:23])[NH:16][C:15]=3[CH:14]=[C:13]([NH:25][C:26]([C:28]3[CH:33]=[CH:32][CH:31]=[CH:30][C:29]=3[C:34]([F:35])([F:36])[F:37])=[O:27])[CH:12]=2)=[O:10])[CH:5]=[CH:6][CH:7]=1 |f:1.2,4.5|. Reported procedure: TFA (1 mL) was added to a solution of tert-butyl N-{4-[(3-chloro-2-methylphenyl)carbamoyl]-6-({[2-(trifluoro methyl)phenyl]carbonyl}amino)-1H-benzimidazol-2-yl}glycinate (95 mg) in methylene chloride (2 mL), and the mixture was stirred for 1 hour at room temperature, and concentrated. The residue was neutralized with 1N aqueous NaOH under ice-cooling and extracted with EtOAc. The ethyl acetate layer was dried over anhydrous magnesium sulfate and concentrated. The residue was purified on column c...